From a dataset of the Open Reaction Database (ORD), a public repository of structured organic reaction records. describe an organic reaction: reactants, conditions, products, and yield The solvent is O (water), C(C)(=O)OCC (Ethyl acetate), O (water), O1CCCC1 (tetrahydrofuran). The reactants are BrC1=C(C(=C(C(=C1F)F)F)F)F (bromopentafluorobenzene), C(CCC)[Li] (n-butyllithium), CCCCCC (hexane), C(C)C1=NN2C(C=CC=C2)=C1 (2-ethylpyrazolo[1,5-a]pyridine). Conditions: time 1 hour. Product: BrC1=CC=CC=2N1N=C(C2)CC (7-Bromo-2-ethylpyrazolo[1,5-a]pyridine). Reaction SMILES: [CH2:1]([C:3]1[CH:11]=[C:6]2[CH:7]=[CH:8][CH:9]=[CH:10][N:5]2[N:4]=1)[CH3:2].C([Li])CCC.CCCCCC.[Br:23]C1C(F)=C(F)C(F)=C(F)C=1F>O1CCCC1.O.C(OCC)(=O)C>[Br:23][C:10]1[N:5]2[N:4]=[C:3]([CH2:1][CH3:2])[CH:11]=[C:6]2[CH:7]=[CH:8][CH:9]=1. Isolated yield 89.6%. Procedure: A solution of 2-ethylpyrazolo[1,5-a]pyridine (5.0 g, 34.2 mmol) in tetrahydrofuran (50 mL) was cooled to below −70° C. under a nitrogen stream, and then a solution of n-butyllithium in hexane (32.5 mL, 1.58M solution, 51.4 mmol) was added dropwise at below −60° C. After stirring for 1 hour, bromopentafluorobenzene (9.3 g, 37.7 mmol) was added dropwise to the reaction mixture at below −60° C. The reaction mixture was stirred for 2 hours at below −70° C., and then water (50 mL) was added to the re...